Dataset: the Open Reaction Database (ORD), a public repository of structured organic reaction records. Task: describe an organic reaction: reactants, conditions, products, and yield Starting materials: ClCCCl, C1CCOC1, CN1CCOCC1, CCOC(C)=O, NCc1cccs1, O, O=C(O)c1ccccc1C=Cc1n[nH]c2ccccc12. The product is O=C(NCc1cccs1)c1ccccc1C=Cc1n[nH]c2ccccc12. As a reaction SMILES: [CH2:35]([Cl:36])[CH2:37][Cl:38].[CH2:39]1[O:40][CH2:41][CH2:42][CH2:43]1.[CH3:21][N:22]1[CH2:23][CH2:24][O:25][CH2:26][CH2:27]1.[CH3:44][CH2:45][O:46][C:47](=[O:48])[CH3:49].[NH2:28][CH2:29][c:30]1[s:31][cH:32][cH:33][cH:34]1.[OH2:50].[nH:1]1[n:2][c:3]([CH:10]=[CH:11][c:12]2[c:13]([C:14](=[O:15])[OH:16])[cH:17][cH:18][cH:19][cH:20]2)[c:4]2[cH:5][cH:6][cH:7][cH:8][c:9]12>>[nH:1]1[n:2][c:3]([CH:10]=[CH:11][c:12]2[c:13]([C:14](=[O:16])[NH:28][CH2:29][c:30]3[s:31][cH:32][cH:33][cH:34]3)[cH:17][cH:18][cH:19][cH:20]2)[c:4]2[cH:5][cH:6][cH:7][cH:8][c:9]12.